Dataset: the Open Reaction Database (ORD), a public repository of structured organic reaction records. Task: describe an organic reaction: reactants, conditions, products, and yield Starting materials: FC(C1=CC=C(C=C1)N1C(OC(C1C(C)C)=O)=O)(F)F (3-(4-trifluoromethylphenyl)-4-isopropyloxazolidine-2,5-dione), O=C1N(CC(N1CO)=O)CC#C ((2,4-dioxo-1-propargyl-3-imidazolidinyl)methanol). Reported procedure: In the same way, 3-(4-trifluoromethylphenyl)-4-isopropyloxazolidine-2,5-dione is reacted with (2,4-dioxo-1-propargyl-3-imidazolidinyl)methanol to give (2,4-dioxo-1-propargyl-3-imidazolidinyl)methyl 2-(4-trifluoromethylphenylamino)-3-methylbutanoate. Reaction SMILES: [F:1][C:2]([F:20])([F:19])[C:3]1[CH:8]=[CH:7][C:6]([N:9]2[CH:13]([CH:14]([CH3:16])[CH3:15])[C:12](=[O:17])[O:11][C:10]2=O)=[CH:5][CH:4]=1.[O:21]=[C:22]1[N:26](CO)[C:25](=[O:29])[CH2:24][N:23]1[CH2:30][C:31]#[CH:32]>>[F:20][C:2]([F:1])([F:19])[C:3]1[CH:4]=[CH:5][C:6]([NH:9][CH:13]([CH:14]([CH3:15])[CH3:16])[C:12]([O:11][CH2:10][N:26]2[C:25](=[O:29])[CH2:24][N:23]([CH2:30][C:31]#[CH:32])[C:22]2=[O:21])=[O:17])=[CH:7][CH:8]=1. The product is FC(C1=CC=C(C=C1)NC(C(=O)OCN1C(N(CC1=O)CC#C)=O)C(C)C)(F)F ((2,4-dioxo-1-propargyl-3-imidazolidinyl)methyl 2-(4-trifluoromethylphenylamino)-3-methylbutanoate). Reactants: Cl.C(C1=CC=CC=C1)OC1=C2CCCC(C2=CC=C1)C(=O)N(CC=1C=NNC1)C=1C=NC(=CC1)OC (5-benzyloxy-N-(6-methoxypyridin-3-yl)-N-[(pyrazol-4-yl)methyl]-1,2,3,4-tetrahydronaphthalene-1-carboxamide hydrochloride), C(C1=CC=CC=C1)Br (benzyl bromide). Product: C(C1=CC=CC=C1)OC1=C2CCCC(C2=CC=C1)C(=O)N(C=1C=NC(=CC1)OC)CC=1C=NN(C1)CC1=CC=CC=C1 (5-benzyloxy-N-[(1-benzylpyrazol-4-yl)methyl]-N-(6-methoxypyridin-3-yl)-1,2,3,4-tetrahydronaphthalene-1-carboxamide). Reaction SMILES: Cl.[CH2:2]([O:9][C:10]1[CH:19]=[CH:18][CH:17]=[C:16]2[C:11]=1[CH2:12][CH2:13][CH2:14][CH:15]2[C:20]([N:22]([C:29]1[CH:30]=[N:31][C:32]([O:35][CH3:36])=[CH:33][CH:34]=1)[CH2:23][C:24]1[CH:25]=[N:26][NH:27][CH:28]=1)=[O:21])[C:3]1[CH:8]=[CH:7][CH:6]=[CH:5][CH:4]=1.[CH2:37](Br)[C:38]1[CH:43]=[CH:42][CH:41]=[CH:40][CH:39]=1>>[CH2:2]([O:9][C:10]1[CH:19]=[CH:18][CH:17]=[C:16]2[C:11]=1[CH2:12][CH2:13][CH2:14][CH:15]2[C:20]([N:22]([CH2:23][C:24]1[CH:25]=[N:26][N:27]([CH2:37][C:38]2[CH:43]=[CH:42][CH:41]=[CH:40][CH:39]=2)[CH:28]=1)[C:29]1[CH:30]=[N:31][C:32]([O:35][CH3:36])=[CH:33][CH:34]=1)=[O:21])[C:3]1[CH:8]=[CH:7][CH:6]=[CH:5][CH:4]=1 |f:0.1|. Reported procedure: By the reaction and treatment in the same manner as in Example 83 using 5-benzyloxy-N-(6-methoxypyridin-3-yl)-N-[(pyrazol-4-yl)methyl]-1,2,3,4-tetrahydronaphthalene-1-carboxamide hydrochloride (0.94 g) and benzyl bromide (0.285 mL) as starting materials, 5-benzyloxy-N-[(1-benzylpyrazol-4-yl)methyl]-N-(6-methoxypyridin-3-yl)-1,2,3,4-tetrahydronaphthalene-1-carboxamide (0.31 g) was obtained. By the reaction and treatment of this compound in the same manner as in Example 139, N-[(1-benzylpyrazol-4-... The reactants are CC(C)(C)OC(=O)NC(Cc1ccc2ccccc2c1)C(=O)O, CNC(Cc1ccccc1)c1nc(C(=O)NCc2ccccc2)no1, CCN=C=NCCCN(C)C, CN(C)C=O, Cl, On1nnc2cccnc21. The product is CN(C(=O)C(Cc1ccc2ccccc2c1)NC(=O)OC(C)(C)C)C(Cc1ccccc1)c1nc(C(=O)NCc2ccccc2)no1. As a reaction SMILES: [C:23]([CH3:24])([CH3:25])([CH3:26])[O:27][C:28](=[O:29])[NH:30][CH:31]([CH2:32][c:33]1[cH:34][c:35]2[cH:36][cH:37][cH:38][cH:39][c:40]2[cH:41][cH:42]1)[C:43](=[O:44])[OH:45].[CH2:46]([c:47]1[cH:48][cH:49][cH:50][cH:51][cH:52]1)[NH:53][C:54](=[O:55])[c:56]1[n:57][o:58][c:59]([CH:61]([CH2:62][c:63]2[cH:64][cH:65][cH:66][cH:67][cH:68]2)[NH:69][CH3:70])[n:60]1.[CH3:2][N:3]([CH3:4])[CH2:5][CH2:6][CH2:7][N:8]=[C:9]=[N:10][CH2:11][CH3:12].[CH3:71][N:72]([CH3:73])[CH:74]=[O:75].[ClH:1].[OH:13][n:14]1[c:15]2[n:16][cH:17][cH:18][cH:19][c:20]2[n:21][n:22]1>>[C:23]([CH3:24])([CH3:25])([CH3:26])[O:27][C:28](=[O:29])[NH:30][CH:31]([CH2:32][c:33]1[cH:34][c:35]2[cH:36][cH:37][cH:38][cH:39][c:40]2[cH:41][cH:42]1)[C:43](=[O:45])[N:69]([CH:61]([c:59]1[o:58][n:57][c:56]([C:54]([NH:53][CH2:46][c:47]2[cH:48][cH:49][cH:50][cH:51][cH:52]2)=[O:55])[n:60]1)[CH2:62][c:63]1[cH:64][cH:65][cH:66][cH:67][cH:68]1)[CH3:70].